describe an organic reaction: reactants, conditions, products, and yield From a dataset of the Open Reaction Database (ORD), a public repository of structured organic reaction records. Starting materials: C(#N)[BH3-].[Na+] (sodium cyanoborohydride), NC1=C(C(C2=C(C=C(C=C2OC)OC)OC)O)C=C(C=C1)Cl (2-amino-5-chloro-α-(2,4,6-trimethoxyphenyl)benzyl alcohol), CC(C=O)(C)C (trimethylacetaldehyde), C(C)(=O)O (acetic acid). Run in C(C)O (ethanol). Reaction conditions: time 8 hour. The product is ClC=1C=CC(=C(C(C2=C(C=C(C=C2OC)OC)OC)O)C1)NCC(C)(C)C (5-chloro-α-(2,4,6-trimethoxyphenyl)-2-(neopentylamino)benzyl alcohol). Reaction SMILES: [NH2:1][C:2]1[CH:21]=[CH:20][C:19]([Cl:22])=[CH:18][C:3]=1[CH:4]([OH:17])[C:5]1[C:10]([O:11][CH3:12])=[CH:9][C:8]([O:13][CH3:14])=[CH:7][C:6]=1[O:15][CH3:16].[CH3:23][C:24]([CH3:28])([CH3:27])[CH:25]=O.C(O)(=O)C.C([BH3-])#N.[Na+]>C(O)C>[Cl:22][C:19]1[CH:20]=[CH:21][C:2]([NH:1][CH2:23][C:24]([CH3:28])([CH3:27])[CH3:25])=[C:3]([CH:18]=1)[CH:4]([OH:17])[C:5]1[C:6]([O:15][CH3:16])=[CH:7][C:8]([O:13][CH3:14])=[CH:9][C:10]=1[O:11][CH3:12] |f:3.4|. Procedure: After a solution of 2.5 g of 2-amino-5-chloro-α-(2,4,6-trimethoxyphenyl)benzyl alcohol, 1.01 ml of trimethylacetaldehyde and 0.56 g of acetic acid in 30 ml of ethanol was stirred at room temperature for 1.5 hours, 0.81 g of sodium cyanoborohydride was added, followed by stirring overnight. After concentration and subsequent dilution with water, the solution was extracted with ethyl acetate. After solvent removal, the residue was subjected to silica gel column chromatography to yield 2.2 g of a c... Reactants: [BH4-], CC(C)O, O=C(c1ccc(Cl)cc1)c1ccccc1F, [Na+], O. Yields the product OC(c1ccc(Cl)cc1)c1ccccc1F. As a reaction SMILES: [BH4-:21].[CH3:17][CH:18]([OH:19])[CH3:20].[Cl:1][c:2]1[cH:3][cH:4][c:5]([C:8](=[O:9])[c:10]2[c:11]([F:16])[cH:12][cH:13][cH:14][cH:15]2)[cH:6][cH:7]1.[Na+:22].[OH2:23]>>[Cl:1][c:2]1[cH:3][cH:4][c:5]([CH:8]([OH:9])[c:10]2[c:11]([F:16])[cH:12][cH:13][cH:14][cH:15]2)[cH:6][cH:7]1. Starting materials: CCN(CC)C(=O)Cl, c1ccc2c(c1)CCN2, CCOC(C)=O, O, c1ccncc1. Product: CCN(CC)C(=O)N1CCc2ccccc21. Reaction SMILES: [CH2:10]([CH3:11])[N:12]([C:13](=[O:14])[Cl:15])[CH2:16][CH3:17].[CH2:1]1[CH2:2][c:3]2[cH:4][cH:5][cH:6][cH:7][c:8]2[NH:9]1.[CH3:19][CH2:20][O:21][C:22]([CH3:23])=[O:24].[OH2:18].[cH:25]1[cH:26][cH:27][n:28][cH:29][cH:30]1>>[CH2:1]1[CH2:2][c:3]2[cH:4][cH:5][cH:6][cH:7][c:8]2[N:9]1[C:13]([N:12]([CH2:10][CH3:11])[CH2:16][CH3:17])=[O:14]. The reactants are [Br-], O=C1CCN(Cc2ccccc2)CC1, CCOCC, Fc1ccccc1C[Mg+]. The product is OC1(Cc2ccccc2F)CCN(Cc2ccccc2)CC1. Reaction SMILES: [Br-:15].[CH2:1]([c:2]1[cH:3][cH:4][cH:5][cH:6][cH:7]1)[N:8]1[CH2:9][CH2:10][C:11](=[O:14])[CH2:12][CH2:13]1.[CH3:25][CH2:26][O:27][CH2:28][CH3:29].[F:16][c:17]1[c:18]([CH2:19][Mg+:20])[cH:21][cH:22][cH:23][cH:24]1>>[CH2:1]([c:2]1[cH:3][cH:4][cH:5][cH:6][cH:7]1)[N:8]1[CH2:9][CH2:10][C:11]([OH:14])([CH2:19][c:18]2[c:17]([F:16])[cH:24][cH:23][cH:22][cH:21]2)[CH2:12][CH2:13]1. Starting materials: COC1=CC=C(C=C1)C=1C=CC(=C2C=CSC21)C=O (7-(4-methoxyphenyl)-1-benzothiophene-4-carbaldehyde), B(Br)(Br)Br (BBr3). Run in C(Cl)Cl (CH2Cl2). Run at temperature -78 celsius, time 1 hour. Yields the product OC1=CC=C(C=C1)C=1C=CC(=C2C=CSC21)C=O (7-(4-Hydroxyphenyl)-1-benzothiophene-4-carbaldehyde). Reaction SMILES: C[O:2][C:3]1[CH:8]=[CH:7][C:6]([C:9]2[CH:10]=[CH:11][C:12]([CH:18]=[O:19])=[C:13]3[C:17]=2[S:16][CH:15]=[CH:14]3)=[CH:5][CH:4]=1.B(Br)(Br)Br>C(Cl)Cl>[OH:2][C:3]1[CH:8]=[CH:7][C:6]([C:9]2[CH:10]=[CH:11][C:12]([CH:18]=[O:19])=[C:13]3[C:17]=2[S:16][CH:15]=[CH:14]3)=[CH:5][CH:4]=1. Procedure details: To a 50 ml round bottom flask was added 7-(4-methoxyphenyl)-1-benzothiophene-4-carbaldehyde (420 mg, 1.57 mmol) to CH2Cl2 (8.5 ml) and the solution was cooled to −78° C. To the solution was added BBr3 (3.14 ml of 1.0 M in CH2Cl2, 3.13 mmol) dropwise as the reaction turned dark red in color. The reaction was warmed to ambient temperature as it turned dark green and was complete in 1 h by TLC. After the reaction was quenched with water (15 ml) it was extracted with ether and the organic were combi... The reactants are CC(=O)CC(C)C, Cn1c(=O)n(C2CCNCC2)c2ccc(Cl)cc21, Fc1ccc(C(CCCCl)c2ccc(F)cc2)cc1, [I-], [K+], [Na+], [Na+], O=C([O-])[O-], O. Yields the product Cn1c(=O)n(C2CCN(CCCC(c3ccc(F)cc3)c3ccc(F)cc3)CC2)c2ccc(Cl)cc21. Reaction SMILES: [CH3:47][CH:48]([CH3:49])[CH2:50][C:51](=[O:52])[CH3:53].[Cl:1][c:2]1[cH:3][c:4]2[c:5]([n:6]([CH:11]3[CH2:12][CH2:13][NH:14][CH2:15][CH2:16]3)[c:7](=[O:10])[n:8]2[CH3:9])[cH:17][cH:18]1.[Cl:27][CH2:28][CH2:29][CH2:30][CH:31]([c:32]1[cH:33][cH:34][c:35]([F:38])[cH:36][cH:37]1)[c:39]1[cH:40][cH:41][c:42]([F:45])[cH:43][cH:44]1.[I-:26].[K+:25].[Na+:19].[Na+:20].[O-:21][C:22](=[O:23])[O-:24].[OH2:46]>>[Cl:1][c:2]1[cH:3][c:4]2[c:5]([n:6]([CH:11]3[CH2:12][CH2:13][N:14]([CH2:28][CH2:29][CH2:30][CH:31]([c:32]4[cH:33][cH:34][c:35]([F:38])[cH:36][cH:37]4)[c:39]4[cH:40][cH:41][c:42]([F:45])[cH:43][cH:44]4)[CH2:15][CH2:16]3)[c:7](=[O:10])[n:8]2[CH3:9])[cH:17][cH:18]1. Starting materials: FC1=C(C=CC(=C1)B1OC(C(O1)(C)C)(C)C)C=1N=CC(=NC1)N (5-(2-fluoro-4-(4,4,5,5-tetramethyl-1,3,2-dioxaborolan-2-yl)phenyl)-pyrazin-2-amine), BrC1=C(C=CC=C1)S(=O)(=O)N1CCC(CC1)(O)C(F)(F)F (1-((2-bromophenyl)sulfonyl)-4-(trifluoromethyl)piperidin-4-ol). Product: NC=1N=CC(=NC1)C1=C(C=C(C=C1)C1=C(C=CC=C1)S(=O)(=O)N1CCC(CC1)(O)C(F)(F)F)F (1-{[4′-(5-Aminopyrazin-2-yl)-3′-fluorobiphenyl-2-yl]sulfonyl}-4-(trifluoromethyl)piperidin-4-ol). RXN SMILES: [F:1][C:2]1[CH:7]=[C:6](B2OC(C)(C)C(C)(C)O2)[CH:5]=[CH:4][C:3]=1[C:17]1[N:18]=[CH:19][C:20]([NH2:23])=[N:21][CH:22]=1.Br[C:25]1[CH:30]=[CH:29][CH:28]=[CH:27][C:26]=1[S:31]([N:34]1[CH2:39][CH2:38][C:37]([C:41]([F:44])([F:43])[F:42])([OH:40])[CH2:36][CH2:35]1)(=[O:33])=[O:32]>>[NH2:23][C:20]1[N:21]=[CH:22][C:17]([C:3]2[CH:4]=[CH:5][C:6]([C:25]3[CH:30]=[CH:29][CH:28]=[CH:27][C:26]=3[S:31]([N:34]3[CH2:39][CH2:38][C:37]([C:41]([F:44])([F:42])[F:43])([OH:40])[CH2:36][CH2:35]3)(=[O:32])=[O:33])=[CH:7][C:2]=2[F:1])=[N:18][CH:19]=1. Reported procedure: The title compound was prepared in a manner similar to that described in Example 448 using 5-(2-fluoro-4-(4,4,5,5-tetramethyl-1,3,2-dioxaborolan-2-yl)phenyl)-pyrazin-2-amine and 1-((2-bromophenyl)sulfonyl)-4-(trifluoromethyl)piperidin-4-ol. MS (ESI): mass calcd. for C22H20F4N4O3S, 496.12; m/z found, 497.1 [M+H]+. 1H NMR (400 MHz, CD3OD) δ 8.38 (s, 1H), 8.23 (d, J=1.1, 1H), 8.15-8.11 (m, 1H), 7.94 (m, 1H), 7.75-7.67 (m, 1H), 7.64-7.58 (m, 1H), 7.45-7.41 (m, 1H), 7.35-7.27 (m, 2H), 3.29-3.22 (m, 2...